Dataset: the Open Reaction Database (ORD), a public repository of structured organic reaction records. Task: describe an organic reaction: reactants, conditions, products, and yield Starting materials: NC1=NC(=CC(=N1)N1CCC2(C[C@H](NC2)C(=O)O)CC1)O[C@@H](C(F)(F)F)C=1C=C(C=CC1N1N=C(C=C1)C)C1=C(C=CC=C1)C(=O)OCC ((S)-8-(2-amino-6-((R)-1-(2′-(ethoxycarbonyl)-4-(3-methyl-1H-pyrazol-1-yl)-[1,1′-biphenyl]-3-yl)-2,2,2-trifluoroethoxy)pyrimidin-4-yl)-2,8-diazaspiro[4.5]decane-3-carboxylic acid), NC1=NC(=CC(=N1)N1CCC2(C[C@H](N(C2)C(=O)OCC2=CC=CC=C2)C(=O)O)CC1)O[C@@H](C(F)(F)F)C1=C(C=C(C=C1)Cl)Br ((S)-8-(2-amino-6-((R)-1-(2-bromo-4-chlorophenyl)-2,2,2-trifluoroethoxy)pyrimidin-4-yl)-2-((benzyloxy)carbonyl)-2,8-diazaspiro[4.5]decane-3-carboxylic acid). The product is NC1=NC(=CC(=N1)N1CCC2(C[C@H](NC2)C(=O)O)CC1)O[C@@H](C(F)(F)F)C1=C(C=C(C=C1)Cl)C1=CC(=CC=C1)C(=O)OCC ((S)-8-(2-amino-6-((R)-1-(5-chloro-3′-(ethoxycarbonyl)-[1,1′-biphenyl]-2-yl)-2,2,2-trifluoroethoxy)pyrimidin-4-yl)-2,8-diazaspiro[4.5]decane-3-carboxylic acid). Reaction SMILES: NC1N=C(N2CCC3(CN[C@H](C(O)=O)C3)CC2)C=C(O[C@H](C2C=C([C:39]3[CH:44]=[CH:43][CH:42]=[CH:41][C:40]=3[C:45]([O:47][CH2:48][CH3:49])=[O:46])C=CC=2N2C=CC(C)=N2)C(F)(F)F)N=1.[NH2:50][C:51]1[N:56]=[C:55]([N:57]2[CH2:79][CH2:78][C:60]3([CH2:64][N:63](C(OCC4C=CC=CC=4)=O)[C@H:62]([C:75]([OH:77])=[O:76])[CH2:61]3)[CH2:59][CH2:58]2)[CH:54]=[C:53]([O:80][C@H:81]([C:86]2[CH:91]=[CH:90][C:89]([Cl:92])=[CH:88][C:87]=2Br)[C:82]([F:85])([F:84])[F:83])[N:52]=1>>[NH2:50][C:51]1[N:56]=[C:55]([N:57]2[CH2:79][CH2:78][C:60]3([CH2:64][NH:63][C@H:62]([C:75]([OH:77])=[O:76])[CH2:61]3)[CH2:59][CH2:58]2)[CH:54]=[C:53]([O:80][C@H:81]([C:86]2[CH:91]=[CH:90][C:89]([Cl:92])=[CH:88][C:87]=2[C:42]2[CH:43]=[CH:44][CH:39]=[C:40]([C:45]([O:47][CH2:48][CH3:49])=[O:46])[CH:41]=2)[C:82]([F:83])([F:85])[F:84])[N:52]=1. Reported procedure: The title compound was prepared as described for (S)-8-(2-amino-6-((R)-1-(2′-(ethoxycarbonyl)-4-(3-methyl-1H-pyrazol-1-yl)-[1,1′-biphenyl]-3-yl)-2,2,2-trifluoroethoxy)pyrimidin-4-yl)-2,8-diazaspiro[4.5]decane-3-carboxylic acid (Example 20) starting with (S)-8-(2-amino-6-((R)-1-(2-bromo-4-chlorophenyl)-2,2,2-trifluoroethoxy)pyrimidin-4-yl)-2-((benzyloxy)carbonyl)-2,8-diazaspiro[4.5]decane-3-carboxylic acid. Reactants: ClC1=NC=C(C=C1C(=O)N[C@@H](C)C1=CC=C(C(=O)OC(C)(C)C)C=C1)Cl (tert-Butyl 4-((1S)-1-{[(2,5-dichloropyridin-3-yl)carbonyl]amino}ethyl)benzoate), N1=CC(=CC=C1)C1=CC=C(C=C1)O (4-pyridin-3-ylphenol). The product is ClC=1C=C(C(=NC1)OC1=CC=C(C=C1)C=1C=NC=CC1)C(=O)N[C@@H](C)C1=CC=C(C(=O)OC(C)(C)C)C=C1 (tert-Butyl 4-[(1S)-1-({[5-chloro-2-(4-pyridin-3-ylphenoxy)pyridin-3-yl]carbonyl}amino)ethyl]benzoate). Reaction SMILES: Cl[C:2]1[C:7]([C:8]([NH:10][C@H:11]([C:13]2[CH:25]=[CH:24][C:16]([C:17]([O:19][C:20]([CH3:23])([CH3:22])[CH3:21])=[O:18])=[CH:15][CH:14]=2)[CH3:12])=[O:9])=[CH:6][C:5]([Cl:26])=[CH:4][N:3]=1.[N:27]1[CH:32]=[CH:31][CH:30]=[C:29]([C:33]2[CH:38]=[CH:37][C:36]([OH:39])=[CH:35][CH:34]=2)[CH:28]=1>>[Cl:26][C:5]1[CH:6]=[C:7]([C:8]([NH:10][C@H:11]([C:13]2[CH:25]=[CH:24][C:16]([C:17]([O:19][C:20]([CH3:23])([CH3:22])[CH3:21])=[O:18])=[CH:15][CH:14]=2)[CH3:12])=[O:9])[C:2]([O:39][C:36]2[CH:35]=[CH:34][C:33]([C:29]3[CH:28]=[N:27][CH:32]=[CH:31][CH:30]=3)=[CH:38][CH:37]=2)=[N:3][CH:4]=1. Procedure: The title compound was prepared according to the procedure described in step 2 of Example 45 from tert-butyl 4-((1S)-1-{[(2,5-dichloropyridin-3-yl)carbonyl]amino}ethyl)benzoate (step 1 of Example 45) and 4-pyridin-3-ylphenol (J. Med. Chem. 1986, 29, 1461): 1H-NMR (CDCl3) δ 8.88 (1H, m), 8.64–8.53 (2H, m), 8.17 (1H, d, J=2.6 Hz), 8.13 (1H, d, J=7.5 Hz), 7.96 (2H, d, J=8.4 Hz), 7.69 (2H, d, J=8.6 Hz), 7.47 (1H, d, J=8.6 Hz), 7.42 (2H, d, J=8.4 Hz), 7.29 (2H, d, J=8.6 Hz), 6.97 (1H, d, J=8.6 Hz), 5... The reactants are CC(=CCC[C@@]1(C=CC2=C(O1)C(=C3C(=C2O)C(=O)C4=C[C@@H]5CC6[C@@]4(O3)C(C5=O)(OC6(C)C)C/C=C(\C)/C(=O)O)CC=C(C)C)C)C (isogambogic acid), CC(=CCC[C@]1(C=CC2=C(O1)C(=C3C(=C2O)C(=O)C4=C[C@@H]5CC6[C@@]4(O3)C(C5=O)(OC6(C)C)C/C=C(\CO)/C(=O)O)CC=C(C)C)C)C (30-hydroxygambogic acid), 2D. Yields the product CC(=CCC[C@@]1(C=CC=2C(=C3C(=C(C2O1)CC=C(C)C)O[C@@]45[C@H]6C[C@@H](C=C4C3=O)C(=O)[C@@]5(OC6(C)C)C/C=C(/C)\C(=O)O)O)C)C (gambogic acid). As a reaction SMILES: [CH3:1][C:2]([CH3:46])=[CH:3][CH2:4][CH2:5][C@@:6]1([CH3:45])[O:11][C:10]2[C:12]([CH2:40][CH:41]=[C:42]([CH3:44])[CH3:43])=[C:13]3[O:25][C@@:24]45[C:26]6([CH2:33]/[CH:34]=[C:35](/[C:37]([OH:39])=[O:38])\[CH3:36])[O:29][C:30]([CH3:32])([CH3:31])[CH:23]4[CH2:22][C@H:21]([C:27]6=[O:28])[CH:20]=[C:19]5[C:17](=[O:18])[C:14]3=[C:15]([OH:16])[C:9]=2[CH:8]=[CH:7]1.CC(C)=CCC[C@]1(C)OC2C(CC=C(C)C)=C3O[C@@]45C6(C/C=C(/C(O)=O)\CO)OC(C)(C)C4C[C@H](C6=O)C=C5C(=O)C3=C(O)C=2C=C1>>[CH3:1][C:2]([CH3:46])=[CH:3][CH2:4][CH2:5][C@@:6]1([CH3:45])[O:11][C:10]2[C:12]([CH2:40][CH:41]=[C:42]([CH3:43])[CH3:44])=[C:13]3[O:25][C@@:24]45[C@@:26]6([CH2:33]/[CH:34]=[C:35](\[C:37]([OH:39])=[O:38])/[CH3:36])[O:29][C:30]([CH3:31])([CH3:32])[C@@H:23]4[CH2:22][C@H:21]([C:27]6=[O:28])[CH:20]=[C:19]5[C:17](=[O:18])[C:14]3=[C:15]([OH:16])[C:9]=2[CH:8]=[CH:7]1. Procedure: Gambogic acid (GA, CAS No. 2752-65-0) which was previously isolated as an inseparable stereomeric mixture of C-2 epimers, were separated into two epimers (gambogic acid and epigambogic acid, referred to as 1 and 2) according to the present invention. In the HPLC analysis, GA presented as one peak (m/z 628) on C18 column (Alltima C18, 5μ, 4.6×250 mm) eluted with CH3CN/0.1% acetic acid (90:10). When the fraction corresponding to the single peak was then subject to C8 column (Alltima C8, 5μ, 4.6×25... Starting materials: CCN(C(C)C)C(C)C, ClCCl, CCOC(=O)CCN=C=O, Cc1nc(N)sc1-c1csc(CC#N)n1. Yields the product CCOC(=O)CCNC(=O)Nc1nc(C)c(-c2csc(CC#N)n2)s1. As a reaction SMILES: [CH:16]([N:17]([CH2:18][CH3:19])[CH:20]([CH3:21])[CH3:22])([CH3:23])[CH3:24].[Cl:35][CH2:36][Cl:37].[N:25](=[C:26]=[O:27])[CH2:28][CH2:29][C:30](=[O:31])[O:32][CH2:33][CH3:34].[NH2:1][c:2]1[s:3][c:4](-[c:8]2[n:9][c:10]([CH2:13][C:14]#[N:15])[s:11][cH:12]2)[c:5]([CH3:7])[n:6]1>>[NH:1]([c:2]1[s:3][c:4](-[c:8]2[n:9][c:10]([CH2:13][C:14]#[N:15])[s:11][cH:12]2)[c:5]([CH3:7])[n:6]1)[C:26]([NH:25][CH2:28][CH2:29][C:30](=[O:31])[O:32][CH2:33][CH3:34])=[O:27]. The reactants are solution, B(Br)(Br)Br (BBr3), C(#N)C1=CC=C(C=C1)NC(C(=O)OCC)C1=CC(=C(C=C1)OC)SC (ethyl (RS)-(4-cyano-phenylamino)-(4-methoxy-3-methylsulphanyl-phenyl)-acetate), Ice water. Run in C(Cl)Cl (CH2Cl2), C(Cl)Cl (CH2Cl2). Conditions: temperature 0 celsius, time 2 hour. Yields the product C(#N)C1=CC=C(C=C1)NC(C(=O)OCC)C1=CC(=C(C=C1)O)SC (Ethyl (RS)-(4-cyano-phenylamino)-(4-hydroxy-3-methylsulphanyl-phenyl)-acetate), oil. The yield is 64.0%. Reaction SMILES: B(Br)(Br)Br.[C:5]([C:7]1[CH:12]=[CH:11][C:10]([NH:13][CH:14]([C:20]2[CH:25]=[CH:24][C:23]([O:26]C)=[C:22]([S:28][CH3:29])[CH:21]=2)[C:15]([O:17][CH2:18][CH3:19])=[O:16])=[CH:9][CH:8]=1)#[N:6]>C(Cl)Cl>[C:5]([C:7]1[CH:12]=[CH:11][C:10]([NH:13][CH:14]([C:20]2[CH:25]=[CH:24][C:23]([OH:26])=[C:22]([S:28][CH3:29])[CH:21]=2)[C:15]([O:17][CH2:18][CH3:19])=[O:16])=[CH:9][CH:8]=1)#[N:6]. Procedure: A 1M solution of BBr3 in CH2Cl2 (4.5 ml, 4.5 mmol) was added at −78° C. to a solution of the ethyl (RS)-(4-cyano-phenylamino)-(4-methoxy-3-methylsulphanyl-phenyl)-acetate (320 mg, 0.899 mmol) obtained in Example 167.2 in CH2Cl2 (10 ml). The mixture was stirred at −78° C. for 5 min., at 0° C. for 30 min. and at room temperature for 2 h. Ice-water was added and the mixture was stirred for 10 min. The mixture was extracted with CH2Cl2. The organic phase was dried, filtered and concentrated. The res...